Dataset: the Open Reaction Database (ORD), a public repository of structured organic reaction records. Task: describe an organic reaction: reactants, conditions, products, and yield The yield is 46.3%. Reaction SMILES: [CH2:1]([N:8]1[C:12]([S:13]([NH2:16])(=[O:15])=[O:14])=[C:11]([N+:17]([O-])=O)[N:10]=[CH:9]1)[C:2]1[CH:7]=[CH:6][CH:5]=[CH:4][CH:3]=1>C(O)(=O)C.O1CCOCC1.[Fe]>[NH2:17][C:11]1[N:10]=[CH:9][N:8]([CH2:1][C:2]2[CH:3]=[CH:4][CH:5]=[CH:6][CH:7]=2)[C:12]=1[S:13]([NH2:16])(=[O:15])=[O:14]. Reactants: C(C1=CC=CC=C1)N1C=NC(=C1S(=O)(=O)N)[N+](=O)[O-] (1-benzyl-4-nitro-1H-imidazole-5-sulfonamide). Run in C(C)(=O)O (acetic acid), O1CCOCC1 (dioxane). Reagents/catalysts: [Fe] (iron). Reaction conditions: temperature 25 celsius. Product: NC=1N=CN(C1S(=O)(=O)N)CC1=CC=CC=C1 (4-amino-1-benzyl-1H-imidazole-5-sulfonamide). Procedure: A solution of the product of Example 312E (434 mg, 1.54 mmol) in acetic acid (4.3 mL) and dioxane (4.3 mL) was reacted with iron powder (343 mg, 6.15 mmol) at 50° C. for 3 hours. The reaction mixture was cooled to 25° C., filtered through a pad of celite® (diatomaceous earth) and the filtrate was concentrated under reduced pressure. The residue was dissolved in dichloromethane and washed with a saturated aqueous sodium bicarbonate solution. The aqueous layer was extracted with dichloromethane (2... The reactants are C(=O)(C(F)(F)F)O (TFA), C(=O)([O-])[O-].[Na+].[Na+] (Na2CO3), [O-]P(=O)([O-])[O-].[K+].[K+].[K+] (K3PO4), O1C(CCCC1)N1N=C(C=C1B(O)O)C(F)(F)F (1-(tetrahydro-2H-pyran-2-yl)-3-(trifluoromethyl)-1H-pyrazol-5-ylboronic acid), BrC=1C(=NC=C(C(=O)NC2=CC=C(C=C2)OC(F)(F)Cl)C1)N1C[C@@H](CC1)O ((R)-5-bromo-N-(4-(chlorodifluoromethoxy)phenyl)-6-(3-hydroxypyrrolidin-1-yl)nicotinamide). Reagents/catalysts: C=1C=CC(=CC1)[P](C=2C=CC=CC2)(C=3C=CC=CC3)[Pd]([P](C=4C=CC=CC4)(C=5C=CC=CC5)C=6C=CC=CC6)([P](C=7C=CC=CC7)(C=8C=CC=CC8)C=9C=CC=CC9)[P](C=1C=CC=CC1)(C=1C=CC=CC1)C=1C=CC=CC1 (Pd(PPh3)4). Run in CCOC(=O)C (EtOAc), C1(=CC=CC=C1)C (toluene). Run at temperature 110 celsius, time 2 hour. Yields the product ClC(OC1=CC=C(C=C1)NC(C1=CN=C(C(=C1)C1=CC(=NN1)C(F)(F)F)N1C[C@@H](CC1)O)=O)(F)F ((R)—N-(4-(Chlorodifluoromethoxy)phenyl)-6-(3-hydroxypyrrolidin-1-yl)-5-(3-(trifluoromethyl)-1H-pyrazol-5-yl)nicotinamide). Reaction SMILES: [O-]P([O-])([O-])=O.[K+].[K+].[K+].O1CCCCC1[N:15]1[C:19](B(O)O)=[CH:18][C:17]([C:23]([F:26])([F:25])[F:24])=[N:16]1.Br[C:28]1[C:29]([N:48]2[CH2:52][CH2:51][C@@H:50]([OH:53])[CH2:49]2)=[N:30][CH:31]=[C:32]([CH:47]=1)[C:33]([NH:35][C:36]1[CH:41]=[CH:40][C:39]([O:42][C:43]([Cl:46])([F:45])[F:44])=[CH:38][CH:37]=1)=[O:34].C(O)(C(F)(F)F)=O.C([O-])([O-])=O.[Na+].[Na+]>C1(C)C=CC=CC=1.CCOC(C)=O.C1C=CC([P]([Pd]([P](C2C=CC=CC=2)(C2C=CC=CC=2)C2C=CC=CC=2)([P](C2C=CC=CC=2)(C2C=CC=CC=2)C2C=CC=CC=2)[P](C2C=CC=CC=2)(C2C=CC=CC=2)C2C=CC=CC=2)(C2C=CC=CC=2)C2C=CC=CC=2)=CC=1>[Cl:46][C:43]([F:44])([F:45])[O:42][C:39]1[CH:40]=[CH:41][C:36]([NH:35][C:33](=[O:34])[C:32]2[CH:47]=[C:28]([C:19]3[NH:15][N:16]=[C:17]([C:23]([F:24])([F:25])[F:26])[CH:18]=3)[C:29]([N:48]3[CH2:52][CH2:51][C@@H:50]([OH:53])[CH2:49]3)=[N:30][CH:31]=2)=[CH:37][CH:38]=1 |f:0.1.2.3,7.8.9,^1:83,85,104,123|. Procedure details: K3PO4 (135 mg, 0.635 mmol), 1-(tetrahydro-2H-pyran-2-yl)-3-(trifluoromethyl)-1H-pyrazol-5-ylboronic acid (112 mg, 0.424 mmol) and Pd(PPh3)4 (12.24 mg, 10.59 mmol) were added to a solution of (R)-5-bromo-N-(4-(chlorodifluoromethoxy)phenyl)-6-(3-hydroxypyrrolidin-1-yl)nicotinamide (Stage 9.2, 100 mg, 0.212 mmol) in toluene (2 mL) and the RM was stirred at 110° C. for 2 h under an argon atmosphere. The RM was filtered through Hyflo®, washed with water and the solvent was evaporated off under reduce... The reactants are C1CCOC1, CC(C)(C)N, Cl, NC(=O)c1ccc(-n2[nH]cc(-c3cccnc3)c2=O)nc1. Yields the product Cl, CC(C)(C)NC(=O)c1ccc(-n2[nH]cc(-c3cccnc3)c2=O)nc1. Reaction SMILES: [CH2:28]1[O:29][CH2:30][CH2:31][CH2:32]1.[CH3:23][C:24]([CH3:25])([CH3:26])[NH2:27].[ClH:1].[O:2]=[c:3]1[c:4](-[c:17]2[cH:18][n:19][cH:20][cH:21][cH:22]2)[cH:5][nH:6][n:7]1-[c:8]1[cH:9][cH:10][c:11]([C:14](=[O:15])[NH2:16])[cH:12][n:13]1>>[ClH:1].[O:2]=[c:3]1[c:4](-[c:17]2[cH:18][n:19][cH:20][cH:21][cH:22]2)[cH:5][nH:6][n:7]1-[c:8]1[cH:9][cH:10][c:11]([C:14](=[O:15])[NH:16][C:24]([CH3:23])([CH3:25])[CH3:26])[cH:12][n:13]1.